From a dataset of the Open Reaction Database (ORD), a public repository of structured organic reaction records. describe an organic reaction: reactants, conditions, products, and yield The reactants are O=C([O-])[O-], COC(=O)c1ccccc1CBr, CC(C)=O, [Cs+], [Cs+], N#Cc1ccc(O)c(F)c1. Product: COC(=O)c1ccccc1COc1ccc(C#N)cc1F. Reaction SMILES: [C:11](=[O:12])([O-:13])[O-:14].[CH3:17][O:18][C:19]([c:20]1[c:21]([CH2:26][Br:27])[cH:22][cH:23][cH:24][cH:25]1)=[O:28].[CH3:29][C:30](=[O:31])[CH3:32].[Cs+:15].[Cs+:16].[F:1][c:2]1[cH:3][c:4]([C:5]#[N:6])[cH:7][cH:8][c:9]1[OH:10]>>[F:1][c:2]1[cH:3][c:4]([C:5]#[N:6])[cH:7][cH:8][c:9]1[O:10][CH2:26][c:21]1[c:20]([C:19]([O:18][CH3:17])=[O:28])[cH:25][cH:24][cH:23][cH:22]1. The reactants are COc1ccnc2[nH]c(C(CN3C(=O)c4ccccc4C3=O)OC3CCCCO3)cc12, CCO, NCC(OC1CCCCO1)c1cc2cccnc2[nH]1. Yields the product COc1ccnc2[nH]c(C(CN)OC3CCCCO3)cc12. Reaction SMILES: [CH3:20][O:21][c:22]1[c:23]2[cH:24][c:25]([CH:31]([CH2:32][N:33]3[C:34](=[O:35])[c:36]4[cH:37][cH:38][cH:39][cH:40][c:41]4[C:42]3=[O:43])[O:44][CH:45]3[O:46][CH2:47][CH2:48][CH2:49][CH2:50]3)[nH:26][c:27]2[n:28][cH:29][cH:30]1.[CH3:51][CH2:52][OH:53].[NH2:1][CH2:2][CH:3]([c:4]1[nH:5][c:6]2[c:7]([cH:8]1)[cH:9][cH:10][cH:11][n:12]2)[O:13][CH:14]1[CH2:15][CH2:16][CH2:17][CH2:18][O:19]1>>[CH3:20][O:21][c:22]1[c:23]2[cH:24][c:25]([CH:31]([CH2:32][NH2:33])[O:44][CH:45]3[O:46][CH2:47][CH2:48][CH2:49][CH2:50]3)[nH:26][c:27]2[n:28][cH:29][cH:30]1. Reactants: Cl.C(C)NC([C@@H](N)CC1=CC=CC=C1)=O (L-phenylalanine ethylamide hydrochloride), C(=O)=S (carbonyl sulfide). The solvent is C(Cl)(Cl)Cl (chloroform), C(Cl)(Cl)Cl (chloroform), C(Cl)(Cl)Cl (chloroform). Conditions: time 1 hour. Product: C(C)NC([C@@H](NC(=S)CC1=CC=C(C=C1)Cl)CC1=CC=CC=C1)=O (N-(4-chlorobenzylthiocarbonyl)-L-phenylalanine ethylamide). Yield: 151.5%. Reaction SMILES: [ClH:1].[CH2:2]([NH:4][C:5](=[O:15])[C@H:6]([CH2:8][C:9]1[CH:14]=[CH:13][CH:12]=[CH:11][CH:10]=1)[NH2:7])[CH3:3].[C:16](=[S:18])=O>C(Cl)(Cl)Cl>[CH2:2]([NH:4][C:5](=[O:15])[C@H:6]([CH2:8][C:9]1[CH:14]=[CH:13][CH:12]=[CH:11][CH:10]=1)[NH:7][C:16]([CH2:8][C:9]1[CH:14]=[CH:13][C:12]([Cl:1])=[CH:11][CH:10]=1)=[S:18])[CH3:3] |f:0.1|. Procedure details: 3.4 G (0.015 mol) of L-phenylalanine ethylamide hydrochloride was added to 80 ml of chloroform. To the mixture was added 3.3 ml (0.03 mol) of N-methylmorphorine while cooling with ice. To the solution was dropwise added 20 ml of chloroform solution containing 0.9 g (0.015 mol) of carbonyl sulfide at a temperature of from 5°to 10° C. in 20 minutes. After stirred for 30 minutes at the same temperature, 30 ml of chloroform solution containing 2.4 g (0.015 mol) of 4-chlorobenzychloride was dropwise ... The reactants are C(CC(=O)C)(=O)OCC (ethyl acetoacetate), S1C(=NC2=C1C=CC=C2)N2N=C(C(=C2C2=CC=C(C=C2)F)/C=C/C=O)C(C)C (trans-3-[1-(2-Benzothiazolyl)-5-(4-fluorophenyl)-3-(1-methylethyl)-1H-pyrazol-4-yl]-2-propenal), [H-].[Na+] (NaH), [Li]CCCC (n-BuLi). The solvent is C1CCOC1 (THF), C1CCOC1 (THF), C1CCOC1 (THF). Reaction conditions: temperature 0 celsius, time 15 minute. The product is S1C(=NC2=C1C=CC=C2)N2N=C(C(=C2C2=CC=C(C=C2)F)/C=C/C(CC(CC(=O)OCC)=O)O)C(C)C (trans-7-[1-(2-Benzothiazolyl)-5-(4-fluorophenyl)-3-(1-methylethyl)-1H-pyrazol-4-yl]-5-hydroxy-3-oxo-6-heptenoic acid, ethyl ester). Isolated yield 87.0%. RXN SMILES: [H-].[Na+].[C:3]([O:9][CH2:10][CH3:11])(=[O:8])[CH2:4][C:5]([CH3:7])=[O:6].[Li]CCCC.[S:17]1[C:21]2[CH:22]=[CH:23][CH:24]=[CH:25][C:20]=2[N:19]=[C:18]1[N:26]1[C:30]([C:31]2[CH:36]=[CH:35][C:34]([F:37])=[CH:33][CH:32]=2)=[C:29](/[CH:38]=[CH:39]/[CH:40]=[O:41])[C:28]([CH:42]([CH3:44])[CH3:43])=[N:27]1>C1COCC1>[S:17]1[C:21]2[CH:22]=[CH:23][CH:24]=[CH:25][C:20]=2[N:19]=[C:18]1[N:26]1[C:30]([C:31]2[CH:36]=[CH:35][C:34]([F:37])=[CH:33][CH:32]=2)=[C:29](/[CH:38]=[CH:39]/[CH:40]([OH:41])[CH2:7][C:5](=[O:6])[CH2:4][C:3]([O:9][CH2:10][CH3:11])=[O:8])[C:28]([CH:42]([CH3:44])[CH3:43])=[N:27]1 |f:0.1|. Procedure details: To a hexane washed suspension of NaH (1.23 g, 30.7 mmol) in THF (20 ml) at 0° C. under an inert atmosphere, was added a solution of ethyl acetoacetate (3.66 ml, 28.7 mmol) in THF (20 ml). The resulting clear solution was stirred at 0° C. for 15 minutes before n-BuLi (13.1 ml, 28.7 mmol) was added dropwise. This orange solution was stirred at 0° C. for 15 minutes before it was cooled to -78° C. and a solution of the unsaturated aldehyde (7.50 g, 19.2 mmol, Step E) in THF (100 ml) was added dropwi... Reactants: [Al+3], O=C(Cl)CCCC1CCCCC1, COc1cccc(OC)c1, [Cl-], [Cl-], [Cl-], ClC(Cl)(Cl)Cl, Cl. Yields the product COc1ccc(C(=O)CCCC2CCCCC2)c(OC)c1. Reaction SMILES: [Al+3:2].[CH2:5]1[CH2:6][CH2:7][CH:8]([CH2:11][CH2:12][CH2:13][C:14](=[O:15])[Cl:16])[CH2:9][CH2:10]1.[CH3:17][O:18][c:19]1[cH:20][c:21]([O:25][CH3:26])[cH:22][cH:23][cH:24]1.[Cl-:1].[Cl-:3].[Cl-:4].[Cl:28][C:29]([Cl:30])([Cl:31])[Cl:32].[ClH:27]>>[CH2:5]1[CH2:6][CH2:7][CH:8]([CH2:11][CH2:12][CH2:13][C:14](=[O:15])[c:22]2[c:21]([O:25][CH3:26])[cH:20][c:19]([O:18][CH3:17])[cH:24][cH:23]2)[CH2:9][CH2:10]1. Starting materials: N1N=CC(=C1)B(O)O (1H-pyrazol-4-ylboronic acid), BrC=1C=C2C(=CN1)N(N=C2C2=CC=CC=C2)C2OCCCC2 (5-bromo-3-phenyl-1-(tetrahydro-2H-pyran-2-yl)-1H-pyrazolo[3,4-c]pyridine). Product: C1(=CC=CC=C1)C1=NNC2=CN=C(C=C21)C=2C=NNC2 (3-phenyl-5-(1H-pyrazol-4-yl)-1H-pyrazolo[3,4-c]pyridine). Yield: 23.0%. As a reaction SMILES: [NH:1]1[CH:5]=[C:4](B(O)O)[CH:3]=[N:2]1.Br[C:10]1[CH:11]=[C:12]2[C:18]([C:19]3[CH:24]=[CH:23][CH:22]=[CH:21][CH:20]=3)=[N:17][N:16](C3CCCCO3)[C:13]2=[CH:14][N:15]=1>>[C:19]1([C:18]2[C:12]3[C:13](=[CH:14][N:15]=[C:10]([C:4]4[CH:5]=[N:1][NH:2][CH:3]=4)[CH:11]=3)[NH:16][N:17]=2)[CH:20]=[CH:21][CH:22]=[CH:23][CH:24]=1. Reported procedure: Following the procedures as described in Example 136, 1H-pyrazol-4-ylboronic acid and 5-bromo-3-phenyl-1-(tetrahydro-2H-pyran-2-yl)-1H-pyrazolo[3,4-c]pyridine were reacted and the product was deprotected to give 137 as a yellow solid (26 mg, 23%) over two steps. 1H NMR (400 MHz, DMSO) δ 12.9 (s, 1H), 9.05 (s, 1H), 8.37-8.09 (m, 5H), 7.56 (m, 1H), 7.44 (m, 1H)